Dataset: the Open Reaction Database (ORD), a public repository of structured organic reaction records. Task: describe an organic reaction: reactants, conditions, products, and yield Starting materials: [K+], O=[Mn](=O)(=O)[O-], C=Cn1ccnc1-c1cc2ccccc2c(N)n1, [Na+], [OH-], c1ccncc1. The product is Nc1nc(-c2ncc[nH]2)cc2ccccc12. RXN SMILES: [K+:24].[Mn:19]([O-:20])(=[O:21])(=[O:22])=[O:23].[NH2:1][c:2]1[n:3][c:4](-[c:12]2[n:13]([CH:17]=[CH2:18])[cH:14][cH:15][n:16]2)[cH:5][c:6]2[cH:7][cH:8][cH:9][cH:10][c:11]12.[Na+:32].[OH-:31].[cH:25]1[cH:26][cH:27][n:28][cH:29][cH:30]1>>[NH2:1][c:2]1[n:3][c:4](-[c:12]2[n:13][cH:14][cH:15][nH:16]2)[cH:5][c:6]2[cH:7][cH:8][cH:9][cH:10][c:11]12. Reactants: O1CCOC2=C1C=CC=C2C(C)=O (1-(2,3-Dihydro-1,4-benzodioxin-5-yl)-ethanone), C(C)(=O)OCC (ethyl acetate), [H-].[Na+] (sodium hydride). Reaction conditions: temperature 80 celsius. Yields the product O1CCOC2=C1C=CC=C2C(CC(C)=O)=O (1-(2,3-dihydro-1,4-benzodioxin-5-yl)butan-1,3-dione). As a reaction SMILES: [O:1]1[C:6]2[CH:7]=[CH:8][CH:9]=[C:10]([C:11](=[O:13])[CH3:12])[C:5]=2[O:4][CH2:3][CH2:2]1.[H-].[Na+].[C:16](OCC)(=[O:18])[CH3:17]>>[O:1]1[C:6]2[CH:7]=[CH:8][CH:9]=[C:10]([C:11](=[O:13])[CH2:12][C:16](=[O:18])[CH3:17])[C:5]=2[O:4][CH2:3][CH2:2]1 |f:1.2|. Reported procedure: 1-(2,3-Dihydro-1,4-benzodioxin-5-yl)-ethanone (1.2 g) was dissolved in 20 mL of ethyl acetate, and sodium hydride (0.33 g, 60% oil dispersion) was added. The reaction mixture was heated to 80° C. overnight, quenched with water, and neutralized with carbon dioxide to give an oily product of 1-(2,3-dihydro-1,4-benzodioxin-5-yl)butan-1,3-dione (0.37 g).